This data is from the Open Reaction Database (ORD), a public repository of structured organic reaction records. The task is: describe an organic reaction: reactants, conditions, products, and yield Starting materials: ClC1=CC(=C(C=C1)CN1N=C(C=C1)N1C(C2=CC=CC=C2C1=O)=O)C(F)(F)F (2-(1-{[4-chloro-2-(trifluoromethyl)phenyl]methyl}-1H-pyrazol-3-yl)-1H-isoindole-1,3(2H)-dione), O.NN (hydrazine hydrate). Run in C1CCOC1 (THF). Reaction conditions: temperature 50 celsius, time 1 hour. The product is ClC1=CC(=C(C=C1)CN1N=C(C=C1)N)C(F)(F)F (1-{[4-Chloro-2-(trifluoromethyl)phenyl]methyl}-1H-pyrazol-3-amine). The yield is 37.7%. RXN SMILES: [Cl:1][C:2]1[CH:7]=[CH:6][C:5]([CH2:8][N:9]2[CH:13]=[CH:12][C:11]([N:14]3C(=O)C4C(=CC=CC=4)C3=O)=[N:10]2)=[C:4]([C:25]([F:28])([F:27])[F:26])[CH:3]=1.O.NN>C1COCC1>[Cl:1][C:2]1[CH:7]=[CH:6][C:5]([CH2:8][N:9]2[CH:13]=[CH:12][C:11]([NH2:14])=[N:10]2)=[C:4]([C:25]([F:26])([F:28])[F:27])[CH:3]=1 |f:1.2|. Procedure details: To a solution of crude 2-(1-{[4-chloro-2-(trifluoromethyl)phenyl]methyl}-1H-pyrazol-3-yl)-1H-isoindole-1,3(2H)-dione (6.14 g, 15.1 mmol) in THF (50 ml) was added hydrazine hydrate (3.67 ml, 76 mmol, Aldrich). The resulting colourless solution was stirred at 50° C. for 1 h. A white solid precipitated. The reaction was cooled down to ambient temperature and filtered through a sinter funnel. The filtrate was then passed through a hydrophobic frit and concentrated under reduced pressure. The sample ... Reactants: C(C1=CC=CC=C1)OC1=C(CO)C=CC=C1C1=CC=CC=C1 (2-Benzyloxy-3-phenylbenzyl alcohol). The reagents and catalysts are [O-2].[O-2].[Mn+4] (manganese dioxide). The product is C(C1=CC=CC=C1)OC1=C(C=O)C=CC=C1C1=CC=CC=C1 (2-benzyloxy-3-phenylbenzaldehyde). RXN SMILES: [CH2:1]([O:8][C:9]1[C:16]([C:17]2[CH:22]=[CH:21][CH:20]=[CH:19][CH:18]=2)=[CH:15][CH:14]=[CH:13][C:10]=1[CH2:11][OH:12])[C:2]1[CH:7]=[CH:6][CH:5]=[CH:4][CH:3]=1>[O-2].[O-2].[Mn+4]>[CH2:1]([O:8][C:9]1[C:16]([C:17]2[CH:22]=[CH:21][CH:20]=[CH:19][CH:18]=2)=[CH:15][CH:14]=[CH:13][C:10]=1[CH:11]=[O:12])[C:2]1[CH:3]=[CH:4][CH:5]=[CH:6][CH:7]=1 |f:1.2.3|. Procedure details: 2-Benzyloxy-3-phenylbenzyl alcohol was oxidised with manganese dioxide using a similar method to that described in Reference Example 29 to give 2-benzyloxy-3-phenylbenzaldehyde. Starting materials: C(C)(=O)O.N1C(=NC2=C1C=CC=C2)[C@H](CC2=CC(=C(C=C2)C2CC(NS2(=O)=O)=O)C)NC(OCC2=CC=CC=C2)=O (benzyl (1S)-1-(1H-benzimidazol-2-yl)-2-[4-(1,1-dioxido-3-oxoisothiazolidin-5-yl)-3-methylphenyl]ethylcarbamate acetate), C[Si](CCOCCl)(C)C ([β-(trimethylsilyl)ethoxy]methyl chloride), C(C)(C)N(C(C)C)CC (N,N-diisopropylethylamine), C(Cl)Cl (methylene chloride). Solvent: Cl (HCl). Product: O=S1(N(C(CC1C1=C(C=C(C=C1)C[C@@H](C1=NC2=C(N1COCC[Si](C)(C)C)C=CC=C2)NC(OCC2=CC=CC=C2)=O)C)=O)COCC[Si](C)(C)C)=O (Benzyl [(1S)-2-[4-(1,1-dioxido-3-oxo-2-[2-(trimethylsilyl)ethoxy]methylisothiazolidin-5-yl)-3-methylphenyl]-1-(1-[2-(trimethylsilyl)ethoxy]methyl-1H-benzimidazol-2-yl)ethyl]carbamate). Yield: 63.8%. RXN SMILES: [C:1]([OH:4])(=O)C.[NH:5]1[C:9]2[CH:10]=[CH:11][CH:12]=[CH:13][C:8]=2[N:7]=[C:6]1[C@@H:14]([NH:31][C:32](=[O:41])[O:33][CH2:34][C:35]1[CH:40]=[CH:39][CH:38]=[CH:37][CH:36]=1)[CH2:15][C:16]1[CH:21]=[CH:20][C:19]([CH:22]2[S:26](=[O:28])(=[O:27])[NH:25][C:24](=[O:29])[CH2:23]2)=[C:18]([CH3:30])[CH:17]=1.[CH3:42][Si:43]([CH3:50])([CH3:49])[CH2:44][CH2:45][O:46][CH2:47]Cl.C(N([CH2:58][CH3:59])C(C)C)(C)C.C(Cl)Cl>Cl>[O:28]=[S:26]1(=[O:27])[CH:22]([C:19]2[CH:20]=[CH:21][C:16]([CH2:15][C@H:14]([NH:31][C:32](=[O:41])[O:33][CH2:34][C:35]3[CH:40]=[CH:39][CH:38]=[CH:37][CH:36]=3)[C:6]3[N:5]([CH2:47][O:46][CH2:45][CH2:44][Si:43]([CH3:50])([CH3:49])[CH3:42])[C:9]4[CH:10]=[CH:11][CH:12]=[CH:13][C:8]=4[N:7]=3)=[CH:17][C:18]=2[CH3:30])[CH2:23][C:24](=[O:29])[N:25]1[CH2:1][O:4][CH2:58][CH2:59][Si:43]([CH3:49])([CH3:44])[CH3:42] |f:0.1|. Reported procedure: A solution of benzyl (1S)-1-(1H-benzimidazol-2-yl)-2-[4-(1,1-dioxido-3-oxoisothiazolidin-5-yl)-3-methylphenyl]ethylcarbamate acetate (956 mg, 1.65 mmol), [β-(trimethylsilyl)ethoxy]methyl chloride (731 μL, 4.13 mmol), N,N-diisopropylethylamine (1.73 mL, 9.91 mmol) and methylene chloride (30.0 mL) was stirred at 25° C. for 3 h. The reaction was diluted with 1 N HCl solution and extracted with ethyl acetate three times, dried with sodium sulfate, filtered, and concentrated in vacuo. The crude resid... Reactants: [Br-], C1CNCCN1, COc1ccc(S(=O)(=O)Cl)cc1, ClCCl, [K+], c1ccncc1. Yields the product COc1ccc(S(=O)(=O)N2CCNCC2)cc1. Reaction SMILES: [Br-:19].[CH2:13]1[CH2:14][NH:15][CH2:16][CH2:17][NH:18]1.[CH3:1][O:2][c:3]1[cH:4][cH:5][c:6]([S:9](=[O:10])(=[O:11])[Cl:12])[cH:7][cH:8]1.[Cl:21][CH2:22][Cl:23].[K+:20].[cH:24]1[cH:25][cH:26][n:27][cH:28][cH:29]1>>[CH3:1][O:2][c:3]1[cH:4][cH:5][c:6]([S:9](=[O:10])(=[O:11])[N:15]2[CH2:14][CH2:13][NH:18][CH2:17][CH2:16]2)[cH:7][cH:8]1. Starting materials: Intermediate 216, FC(C(=O)O)(F)F.C(CCC)OC=1NC(=C2N=C(N=C2N1)OC)N (2-(butyloxy)-8-(methyloxy)-1H-purin-6-amine trifluoroacetate), BrCCCCC1COCC1 (3-(4-bromobutyl)tetrahydrofuran). Product: C(CCC)OC1=NC(=C2N=C(N(C2=N1)CCCCC1COCC1)OC)N (2-(Butyloxy)-8-(methyloxy)-9-[4-(tetrahydro-3-furanyl)butyl]-9H-Purin-6-amine). RXN SMILES: FC(F)(F)C(O)=O.[CH2:8]([O:12][C:13]1[NH:14][C:15]([NH2:24])=[C:16]2[C:20]([N:21]=1)=[N:19][C:18]([O:22][CH3:23])=[N:17]2)[CH2:9][CH2:10][CH3:11].Br[CH2:26][CH2:27][CH2:28][CH2:29][CH:30]1[CH2:34][CH2:33][O:32][CH2:31]1>>[CH2:8]([O:12][C:13]1[N:21]=[C:20]2[C:16]([N:17]=[C:18]([O:22][CH3:23])[N:19]2[CH2:26][CH2:27][CH2:28][CH2:29][CH:30]2[CH2:34][CH2:33][O:32][CH2:31]2)=[C:15]([NH2:24])[N:14]=1)[CH2:9][CH2:10][CH3:11] |f:0.1|. Procedure: Prepared similarly to Intermediate 216 from 2-(butyloxy)-8-(methyloxy)-1H-purin-6-amine trifluoroacetate and 3-(4-bromobutyl)tetrahydrofuran.